This data is from the Open Reaction Database (ORD), a public repository of structured organic reaction records. The task is: describe an organic reaction: reactants, conditions, products, and yield The reactants are CC=1C=C(C=C(C1)OC1=NC=C(C=C1)C(F)(F)F)B(O)O (3-methyl-5-(5-(trifluoromethyl)pyridin-2-yloxy)phenylboronic acid), BrC=C1CCN(CC1)C(=O)OC(C)(C)C (tert-butyl 4-(bromomethylene)piperidine-1-carboxylate), [O-]P(=O)([O-])[O-].[K+].[K+].[K+] (K3PO4). Reagents/catalysts: C1=CC=C(C=C1)P([C-]2C=CC=C2)C3=CC=CC=C3.C1=CC=C(C=C1)P([C-]2C=CC=C2)C3=CC=CC=C3.Cl[Pd]Cl.[Fe+2] (PdCl2(dppf)). Run in C1CCOC1 (THF). Conditions: temperature 50 celsius. Yields the product CC=1C=C(C=C2CCN(CC2)C(=O)OC(C)(C)C)C=C(C1)OC1=NC=C(C=C1)C(F)(F)F (tert-Butyl 4-(3-methyl-5-(5-(trifluoromethyl)pyridin-2-yloxy)benzylidene)piperidine-1-carboxylate). Yield: 18.6%. As a reaction SMILES: [CH3:1][C:2]1[CH:3]=[C:4](B(O)O)[CH:5]=[C:6]([O:8][C:9]2[CH:14]=[CH:13][C:12]([C:15]([F:18])([F:17])[F:16])=[CH:11][N:10]=2)[CH:7]=1.Br[CH:23]=[C:24]1[CH2:29][CH2:28][N:27]([C:30]([O:32][C:33]([CH3:36])([CH3:35])[CH3:34])=[O:31])[CH2:26][CH2:25]1.[O-]P([O-])([O-])=O.[K+].[K+].[K+]>C1COCC1.C1C=CC(P(C2C=CC=CC=2)[C-]2C=CC=C2)=CC=1.C1C=CC(P(C2C=CC=CC=2)[C-]2C=CC=C2)=CC=1.Cl[Pd]Cl.[Fe+2]>[CH3:1][C:2]1[CH:3]=[C:4]([CH:5]=[C:6]([O:8][C:9]2[CH:14]=[CH:13][C:12]([C:15]([F:18])([F:17])[F:16])=[CH:11][N:10]=2)[CH:7]=1)[CH:23]=[C:24]1[CH2:29][CH2:28][N:27]([C:30]([O:32][C:33]([CH3:36])([CH3:35])[CH3:34])=[O:31])[CH2:26][CH2:25]1 |f:2.3.4.5,7.8.9.10|. Procedure: To a solution of 3-methyl-5-(5-(trifluoromethyl)pyridin-2-yloxy)phenylboronic acid (2.16 g, 0.007 mol) and tert-butyl 4-(bromomethylene)piperidine-1-carboxylate (1.67 g, 0.006 mol) in THF (20 mL) was added K3PO4 (4.48 g, 0.02 mol). The flask was put under vacuum and flushed with N2 three times. Water (0.36 mL) was added and the system was flushed with N2 again. PdCl2(dppf) (571 mg, 0.0007 mol) was added and the system was flushed with N2 two to three times again. The reaction mixture was refluxe... Run at temperature 80 celsius, time 1 hour. Reagents/catalysts: C1=CC=C(C=C1)P([C-]2C=CC=C2)C3=CC=CC=C3.C1=CC=C(C=C1)P([C-]2C=CC=C2)C3=CC=CC=C3.Cl[Pd]Cl.[Fe+2] ([1,1′-Bis(diphenylphosphino)ferrocene]dichloropalladium(II)), C=1C=CC(=CC1)[P](C=2C=CC=CC2)(C=3C=CC=CC3)[Pd]([P](C=4C=CC=CC4)(C=5C=CC=CC5)C=6C=CC=CC6)([P](C=7C=CC=CC7)(C=8C=CC=CC8)C=9C=CC=CC9)[P](C=1C=CC=CC1)(C=1C=CC=CC1)C=1C=CC=CC1 (tetrakis(triphenylphosphine)palladium). Solvent: O1CCOCC1 (dioxane), CN(C)C=O (DMF), O (water), CN(C)C=O (DMF), CCOC(=O)C (EtOAc), CC#N (MeCN), C(C)(=O)OCC (ethyl acetate). Procedure details: [1,1′-Bis(diphenylphosphino)ferrocene]dichloropalladium(II) (3%, 69 mg, 0.098 mmol) and tetrakis(triphenylphosphine)palladium (3%, 113 mg, 0.098 mmol) were added to the mixture of 3,7-Dibromo-dibenzothiophene (1.12 g, 3.27 mmol) and tributyl(1-ethoxyvinyl)tin (1.2 eq., 1.33 mL) in 25 mL dioxane. The reaction was heated to 80° C. under Ar overnight. The reaction was cooled to room temprature. 8 mL water was added and followed by NBS (1 eq., 699 mg). The reaction was stirred at room for 1 hour. Th... Yield: 33.0%. Starting materials: BrC=1C=CC2=C(SC3=C2C=CC(=C3)Br)C1 (3,7-Dibromo-dibenzothiophene), C(CCC)[Sn](C(=C)OCC)(CCCC)CCCC (tributyl(1-ethoxyvinyl)tin), N1([C@H](C(=O)O)CCC1)C(=O)OC(C)(C)C (Boc-L-Pro-OH), CCN(C(C)C)C(C)C (DIEA), C1CC(=O)N(C1=O)Br (NBS). The product is C(C)(C)(C)OC(=O)N1C(CCC1)C(=O)OCC(=O)C=1C=CC2=C(SC3=C2C=CC(=C3)Br)C1 (Pyrrolidine-1,2-dicarboxylic acid 2-[2-(7-bromo-dibenzothiophen-3-yl)-2-oxo-ethyl]ester 1-tert-butyl ester). Reaction SMILES: Br[C:2]1[CH:3]=[CH:4][C:5]2[C:9]3[CH:10]=[CH:11][C:12]([Br:14])=[CH:13][C:8]=3[S:7][C:6]=2[CH:15]=1.C([Sn](CCCC)(CCCC)[C:21]([O:23]CC)=[CH2:22])CCC.C1C(=O)N(Br)C(=O)C1.[N:42]1([C:50]([O:52][C:53]([CH3:56])([CH3:55])[CH3:54])=[O:51])[CH2:49][CH2:48][CH2:47][C@H:43]1[C:44]([OH:46])=[O:45].CCN(C(C)C)C(C)C>O1CCOCC1.C(OCC)(=O)C.CN(C=O)C.CC#N.C1C=CC(P(C2C=CC=CC=2)[C-]2C=CC=C2)=CC=1.C1C=CC(P(C2C=CC=CC=2)[C-]2C=CC=C2)=CC=1.Cl[Pd]Cl.[Fe+2].C1C=CC([P]([Pd]([P](C2C=CC=CC=2)(C2C=CC=CC=2)C2C=CC=CC=2)([P](C2C=CC=CC=2)(C2C=CC=CC=2)C2C=CC=CC=2)[P](C2C=CC=CC=2)(C2C=CC=CC=2)C2C=CC=CC=2)(C2C=CC=CC=2)C2C=CC=CC=2)=CC=1.O>[C:53]([O:52][C:50]([N:42]1[CH2:49][CH2:48][CH2:47][CH:43]1[C:44]([O:46][CH2:22][C:21]([C:2]1[CH:3]=[CH:4][C:5]2[C:9]3[CH:10]=[CH:11][C:12]([Br:14])=[CH:13][C:8]=3[S:7][C:6]=2[CH:15]=1)=[O:23])=[O:45])=[O:51])([CH3:56])([CH3:55])[CH3:54] |f:9.10.11.12,^1:129,131,150,169|.